Task: describe an organic reaction: reactants, conditions, products, and yield. Dataset: the Open Reaction Database (ORD), a public repository of structured organic reaction records Starting materials: BrC1=C(C=C(C=C1)Cl)C1=CC(N(C=C1)CC(=O)OC(C)(C)C)=O (tert-butyl [4-(2-bromo-5-chlorophenyl)-2-oxopyridin-1(2H)-yl]acetate), Br.BrCC1=CC=NC=C1 (4-(bromomethyl)pyridine monohydrobromide). Yields the product BrC1=C(C=C(C=C1)Cl)C1=CC(N(C=C1)C(C(=O)OC(C)(C)C)CC1=CC=NC=C1)=O (tert-Butyl 2-[4-(2-bromo-5-chlorophenyl)-2-oxopyridin-1(2H)-yl]-3-(pyridin-4-yl)propanoate). As a reaction SMILES: [Br:1][C:2]1[CH:7]=[CH:6][C:5]([Cl:8])=[CH:4][C:3]=1[C:9]1[CH:14]=[CH:13][N:12]([CH2:15][C:16]([O:18][C:19]([CH3:22])([CH3:21])[CH3:20])=[O:17])[C:11](=[O:23])[CH:10]=1.Br.Br[CH2:26][C:27]1[CH:32]=[CH:31][N:30]=[CH:29][CH:28]=1>>[Br:1][C:2]1[CH:7]=[CH:6][C:5]([Cl:8])=[CH:4][C:3]=1[C:9]1[CH:14]=[CH:13][N:12]([CH:15]([CH2:26][C:27]2[CH:32]=[CH:31][N:30]=[CH:29][CH:28]=2)[C:16]([O:18][C:19]([CH3:20])([CH3:22])[CH3:21])=[O:17])[C:11](=[O:23])[CH:10]=1 |f:1.2|. Procedure details: 1.3 g (purity 94%, 3.0 mmol) of tert-butyl [4-(2-bromo-5-chlorophenyl)-2-oxopyridin-1(2H)-yl]acetate and 1.2 g (4.5 mmol) of 4-(bromomethyl)pyridine monohydrobromide were reacted according to General Method 7A. Yield: 1.7 g (purity 89%, quant.) The reactants are ice, [H-].[Na+] (sodium hydride), COC1=CC=C(CO)C=C1 (4-methoxybenzyl alcohol), ClC1=NC(=NC=C1C(=S)OCC)C (ethyl 4-chloro-2-methylthiopyrimidine-5-carboxylate). Solvent: O1CCCC1 (tetrahydrofuran), O1CCCC1 (tetrahydrofuran). Conditions: time 30 minute. The product is COC1=CC=C(COC2=NC(=NC=C2C(=S)OCC)C)C=C1 (ethyl 4-(4-methoxy-benzyloxy)-2-methylthiopyrimidine-5-carboxylate). The yield is 103.7%. Reaction SMILES: [H-].[Na+].[CH3:3][O:4][C:5]1[CH:12]=[CH:11][C:8]([CH2:9][OH:10])=[CH:7][CH:6]=1.Cl[C:14]1[C:19]([C:20]([O:22][CH2:23][CH3:24])=[S:21])=[CH:18][N:17]=[C:16]([CH3:25])[N:15]=1>O1CCCC1>[CH3:3][O:4][C:5]1[CH:12]=[CH:11][C:8]([CH2:9][O:10][C:18]2[C:19]([C:20]([O:22][CH2:23][CH3:24])=[S:21])=[CH:14][N:15]=[C:16]([CH3:25])[N:17]=2)=[CH:7][CH:6]=1 |f:0.1|. Reported procedure: An ice-cooled suspension of 2.1 g (53 mmol) of sodium hydride (60% w/w dispersion in mineral oil) in 120 ml of tetrahydrofuran was treated dropwise with a solution of 6.5 g (47 mmol) of 4-methoxybenzyl alcohol in 40 ml of tetrahydrofuran. After 30 minutes, a solution of 10 g (43 mmol) of ethyl 4-chloro-2-methylthiopyrimidine-5-carboxylate was added slowly. After a further 40 minutes the reaction was quenched by the cautious addition of 60 ml of saturated aqueous ammonium chloride. The mixture wa... Starting materials: Nc1cc(-c2ccc(Cl)cc2)cnc1Br, [BH3-]C#N, CC(=O)O, CC#N, Cl, [Na+], [Na+], [Na+], O=C([O-])[O-]. The product is NCc1cc(-c2ccc(Cl)cc2)cnc1Br. RXN SMILES: [Br:5][c:6]1[n:7][cH:8][c:9](-[c:13]2[cH:14][cH:15][c:16]([Cl:19])[cH:17][cH:18]2)[cH:10][c:11]1[NH2:12].[C:1](#[N:2])[BH3-:3].[C:30]([OH:31])(=[O:32])[CH3:33].[CH3:27][C:28]#[N:29].[ClH:20].[Na+:21].[Na+:22].[Na+:4].[O-:23][C:24](=[O:25])[O-:26]>>[CH2:1]([NH2:2])[c:11]1[c:6]([Br:5])[n:7][cH:8][c:9](-[c:13]2[cH:14][cH:15][c:16]([Cl:19])[cH:17][cH:18]2)[cH:10]1. Reactants: C([O-])([O-])=O (carbonate), ClC1=NC=CC=N1 (2-chloropyrimidine), N1=CC(=CC=C1)C=1SC(=CN1)C(C)=NO (1-[2-(3-pyridyl)thiazol-5-yl]ethanone oxime). The solvent is C(C)#N (acetonitrile). Run at time 2 day. Yields the product N1=CC(=CC=C1)C=1SC(=CN1)C(C)=NOC1=NC=CC=N1 (1-[2-(3-pyridyl)thiazol-5-yl]-N-pyrimidin-2-yloxy-ethanimine). The yield is 38.0%. As a reaction SMILES: [N:1]1[CH:6]=[CH:5][CH:4]=[C:3]([C:7]2[S:8][C:9]([C:12](=[N:14][OH:15])[CH3:13])=[CH:10][N:11]=2)[CH:2]=1.C(=O)([O-])[O-].Cl[C:21]1[N:26]=[CH:25][CH:24]=[CH:23][N:22]=1>C(#N)C>[N:1]1[CH:6]=[CH:5][CH:4]=[C:3]([C:7]2[S:8][C:9]([C:12](=[N:14][O:15][C:21]3[N:26]=[CH:25][CH:24]=[CH:23][N:22]=3)[CH3:13])=[CH:10][N:11]=2)[CH:2]=1. Reported procedure: A suspension of 1-[2-(3-pyridyl)thiazol-5-yl]ethanone oxime (isomer A, 0.15 g, 0.657 mmol) in acetonitrile (5 ml) was stirred at ambient temperature and treated with carbonate (0.648 g, 1.97 mmol) and 2-chloropyrimidine (0.119 g, 0.985 mmol) and allowed to stir at ambient temperature. After 2 days (80% conversion), the reaction mixture was concentrated in vacuo and the residue was stirred with ethyl acetate, filtered and the ethyl acetate concentrated in vacuo. Purification by flash chromatograp... Reactants: [H-].[Na+] (NaH), C(C)OP(OCC)(=O)CC#N (diethylcyanomethylphosphonate), C1CCOC1 (THF), CC1=CC=C(C=C1)C1=CCC(C2=CC=C(C=C12)C(C)=O)(C)C (3,4-dihydro-1-(4-methylphenyl)-4,4-dimethyl-7-acetylnaphthalene), CC1=CC=C(C=C1)C1=CCC(C2=CC=C(C=C12)C(C)=O)(C)C (3,4-dihydro-1-(4-methylphenyl)-4,4-dimethyl-7-acetylnaphthalene), C1CCOC1 (THF). Solvent: CCOCC (ether). Conditions: time 40 minute. Yields the product CC1(C=2C=CC(=CC2C(=CC1)C1=CC=C(C=C1)C)C(C#N)=CC)C ((5,6-dihydro-5,5-dimethyl-8-(4-methylphenyl)-2-naphthalenyl)-2-butenenitrile). As a reaction SMILES: [H-].[Na+].C(OP([CH2:11][C:12]#[N:13])(=O)OCC)C.[CH3:14][C:15]1[CH:20]=[CH:19][C:18]([C:21]2[C:30]3[C:25](=[CH:26][CH:27]=[C:28](C(=O)C)[CH:29]=3)[C:24]([CH3:35])([CH3:34])[CH2:23][CH:22]=2)=[CH:17][CH:16]=1.[CH2:36]1COC[CH2:37]1>CCOCC>[CH3:34][C:24]1([CH3:35])[CH2:23][CH:22]=[C:21]([C:18]2[CH:17]=[CH:16][C:15]([CH3:14])=[CH:20][CH:19]=2)[C:30]2[CH:29]=[C:28]([C:11](=[CH:36][CH3:37])[C:12]#[N:13])[CH:27]=[CH:26][C:25]1=2 |f:0.1|. Procedure: To a slurry of NaH (48.0 mg, 2.00 mmol) in THF (6 ml), was added diethylcyanomethylphosphonate (450.0 mg, 2.50 mmol). After 40 mins, a solution of 3,4-dihydro-1-(4-methylphenyl)-4,4-dimethyl-7-acetylnaphthalene (Compound V) 95.0 mg, (0.33 mmol) in THF (4 ml) was added, The mixture was stirred for 16 hours, diluted with ether (100 ml), and washed with water, and saturated aqueous NaCl before being dried over MgSO4. Removal of the solvents under reduced pressure, and column chromatography (3% EtOA... Reaction SMILES: [C:1]([C:5]1[N:10]=[CH:9][C:8]([C:11]2[N:12]([C:32]([N:34]3[CH2:39][CH2:38][CH:37]([CH2:40][C:41]([OH:43])=O)[CH2:36][CH2:35]3)=[O:33])[C@@:13]([C:25]3[CH:30]=[CH:29][C:28]([Cl:31])=[CH:27][CH:26]=3)([CH3:24])[C@@:14]([C:17]3[CH:22]=[CH:21][C:20]([Cl:23])=[CH:19][CH:18]=3)([CH3:16])[N:15]=2)=[C:7]([O:44][CH2:45][CH3:46])[CH:6]=1)([CH3:4])([CH3:3])[CH3:2].[CH3:47][C:48]1[CH:49]=[C:50]([CH:53]=[C:54]([CH3:56])[CH:55]=1)[CH2:51][NH2:52]>>[C:1]([C:5]1[N:10]=[CH:9][C:8]([C:11]2[N:12]([C:32]([N:34]3[CH2:35][CH2:36][CH:37]([CH2:40][C:41]([NH:52][CH2:51][C:50]4[CH:53]=[C:54]([CH3:56])[CH:55]=[C:48]([CH3:47])[CH:49]=4)=[O:43])[CH2:38][CH2:39]3)=[O:33])[C@@:13]([C:25]3[CH:26]=[CH:27][C:28]([Cl:31])=[CH:29][CH:30]=3)([CH3:24])[C@@:14]([C:17]3[CH:22]=[CH:21][C:20]([Cl:23])=[CH:19][CH:18]=3)([CH3:16])[N:15]=2)=[C:7]([O:44][CH2:45][CH3:46])[CH:6]=1)([CH3:3])([CH3:2])[CH3:4]. The product is C(C)(C)(C)C1=CC(=C(C=N1)C=1N([C@]([C@](N1)(C)C1=CC=C(C=C1)Cl)(C)C1=CC=C(C=C1)Cl)C(=O)N1CCC(CC1)CC(=O)NCC1=CC(=CC(=C1)C)C)OCC (2-{1-[(4S,5R)-2-(6-tert-Butyl-4-ethoxy-pyridin-3-yl)-4,5-bis-(4-chloro-phenyl)-4,5-dimethyl-4,5-dihydro-imidazole-1-carbonyl]-piperidin-4-yl}-N-(3,5-dimethyl-benzyl)-acetamide). The reactants are C(C)(C)(C)C1=CC(=C(C=N1)C=1N([C@]([C@](N1)(C)C1=CC=C(C=C1)Cl)(C)C1=CC=C(C=C1)Cl)C(=O)N1CCC(CC1)CC(=O)O)OCC ({1-[(4S,5R)-2-(6-tert-butyl-4-ethoxy-pyridin-3-yl)-4,5-bis-(4-chloro-phenyl)-4,5-dimethyl-4,5-dihydro-imidazole-1-carbonyl]-piperidin-4-yl}-acetic acid), CC=1C=C(CN)C=C(C1)C (3,5-dimethylbenzylamine). Procedure: In a manner analogous to the method described in example 163, {1-[(4S,5R)-2-(6-tert-butyl-4-ethoxy-pyridin-3-yl)-4,5-bis-(4-chloro-phenyl)-4,5-dimethyl-4,5-dihydro-imidazole-1-carbonyl]-piperidin-4-yl}-acetic acid was reacted with 3,5-dimethylbenzylamine (Trans World chemicals) to give the title product. LC-MS (ES+) 782 [(M+H)+].